From a dataset of the Open Reaction Database (ORD), a public repository of structured organic reaction records. describe an organic reaction: reactants, conditions, products, and yield Starting materials: [Li]CCCC, CCCCCC, C[Si](C)(Cl)CCl, Clc1ccc(Br)c(Cl)c1, C1CCOC1. Yields the product C[Si](C)(CCl)c1ccc(Cl)cc1Cl. Reaction SMILES: [CH2:16]([Li:17])[CH2:18][CH2:19][CH3:20].[CH3:26][CH2:27][CH2:28][CH2:29][CH2:30][CH3:31].[Cl:10][Si:11]([CH3:12])([CH3:13])[CH2:14][Cl:15].[Cl:1][c:2]1[c:3]([Br:9])[cH:4][cH:5][c:6]([Cl:8])[cH:7]1.[O:21]1[CH2:22][CH2:23][CH2:24][CH2:25]1>>[Cl:1][c:2]1[c:3]([Si:11]([CH3:12])([CH3:13])[CH2:14][Cl:15])[cH:4][cH:5][c:6]([Cl:8])[cH:7]1. The reactants are O=C([O-])[O-], CN(C)C=O, N#CCCCl, [K+], [K+], Nc1nc(S)nc2c1nc(O)n2Cc1ccccc1. The product is N#CCCSc1nc(N)c2nc(O)n(Cc3ccccc3)c2n1. As a reaction SMILES: [C:20](=[O:21])([O-:22])[O-:23].[CH3:31][N:32]([CH3:33])[CH:34]=[O:35].[Cl:26][CH2:27][CH2:28][C:29]#[N:30].[K+:24].[K+:25].[NH2:1][c:2]1[c:3]2[n:4][c:5]([OH:19])[n:6]([CH2:12][c:13]3[cH:14][cH:15][cH:16][cH:17][cH:18]3)[c:7]2[n:8][c:9]([SH:11])[n:10]1>>[NH2:1][c:2]1[c:3]2[n:4][c:5]([OH:19])[n:6]([CH2:12][c:13]3[cH:14][cH:15][cH:16][cH:17][cH:18]3)[c:7]2[n:8][c:9]([S:11][CH2:27][CH2:28][C:29]#[N:30])[n:10]1.